From a dataset of the Open Reaction Database (ORD), a public repository of structured organic reaction records. describe an organic reaction: reactants, conditions, products, and yield The reactants are CC(=O)O, CCO, CO, NN1CCN(C(=O)OCc2ccccc2)CC1=O, O=C1CCN(c2ccncc2)CC1. The product is O=C(OCc1ccccc1)N1CCN(NC2CCN(c3ccncc3)CC2)C(=O)C1. RXN SMILES: [CH3:32][C:33](=[O:34])[OH:35].[CH3:36][CH2:37][OH:38].[CH3:39][OH:40].[NH2:1][N:2]1[C:3](=[O:18])[CH2:4][N:5]([C:8](=[O:9])[O:10][CH2:11][c:12]2[cH:13][cH:14][cH:15][cH:16][cH:17]2)[CH2:6][CH2:7]1.[n:19]1[cH:20][cH:21][c:22]([N:25]2[CH2:26][CH2:27][C:28](=[O:31])[CH2:29][CH2:30]2)[cH:23][cH:24]1>>[NH:1]([N:2]1[C:3](=[O:18])[CH2:4][N:5]([C:8](=[O:9])[O:10][CH2:11][c:12]2[cH:13][cH:14][cH:15][cH:16][cH:17]2)[CH2:6][CH2:7]1)[CH:28]1[CH2:27][CH2:26][N:25]([c:22]2[cH:21][cH:20][n:19][cH:24][cH:23]2)[CH2:30][CH2:29]1.